From a dataset of the Open Reaction Database (ORD), a public repository of structured organic reaction records. describe an organic reaction: reactants, conditions, products, and yield Reactants: COC(=O)C1CN(Cc2ccc(-c3cc4nc(Cl)c(Cc5ccccc5)cc4o3)c(F)c2)C1, C1CCOC1, Cl, [Li+], O=P([O-])([O-])[O-], [OH-], O. Yields the product O=C(O)C1CN(Cc2ccc(-c3cc4nc(Cl)c(Cc5ccccc5)cc4o3)c(F)c2)C1. Reaction SMILES: [CH2:3]([c:4]1[cH:5][cH:6][cH:7][cH:8][cH:9]1)[c:10]1[cH:11][c:12]2[c:13]([n:14][c:15]1[Cl:16])[cH:17][c:18](-[c:20]1[c:21]([F:35])[cH:22][c:23]([CH2:26][N:27]3[CH2:28][CH:29]([C:31](=[O:32])[O:33][CH3:34])[CH2:30]3)[cH:24][cH:25]1)[o:19]2.[CH2:43]1[O:44][CH2:45][CH2:46][CH2:47]1.[ClH:41].[Li+:2].[O-:36][P:37](=[O:38])([O-:39])[O-:40].[OH-:1].[OH2:42]>>[CH2:3]([c:4]1[cH:5][cH:6][cH:7][cH:8][cH:9]1)[c:10]1[cH:11][c:12]2[c:13]([n:14][c:15]1[Cl:16])[cH:17][c:18](-[c:20]1[c:21]([F:35])[cH:22][c:23]([CH2:26][N:27]3[CH2:28][CH:29]([C:31](=[O:32])[OH:33])[CH2:30]3)[cH:24][cH:25]1)[o:19]2. The reactants are C([O-])([O-])=O.[K+].[K+] (potassium carbonate), C(C)OC(COC1=C(C(=C(C=C1)C(C)=O)O)CCC)=O ((4-acetyl-3-hydroxy-2-propylphenoxy)acetic acid ethyl ester), BrCCCBr (1,3-dibromopropane), C([O-])([O-])=O.[K+].[K+] (potassium carbonate), C([O-])([O-])=O.[K+].[K+] (potassium carbonate). The solvent is CC(=O)C (acetone). The product is C(C)OC(COC1=C(C(=C(C=C1)C(C)=O)OCCCBr)CCC)=O ([4-acetyl-3-(3-bromopropoxy)-2-propylphenoxy]acetic acid ethyl ester). Reaction SMILES: [CH2:1]([O:3][C:4](=[O:20])[CH2:5][O:6][C:7]1[CH:12]=[CH:11][C:10]([C:13](=[O:15])[CH3:14])=[C:9]([OH:16])[C:8]=1[CH2:17][CH2:18][CH3:19])[CH3:2].[Br:21][CH2:22][CH2:23][CH2:24]Br.C(=O)([O-])[O-].[K+].[K+]>CC(C)=O>[CH2:1]([O:3][C:4](=[O:20])[CH2:5][O:6][C:7]1[CH:12]=[CH:11][C:10]([C:13](=[O:15])[CH3:14])=[C:9]([O:16][CH2:24][CH2:23][CH2:22][Br:21])[C:8]=1[CH2:17][CH2:18][CH3:19])[CH3:2] |f:2.3.4|. Procedure details: A mixture of 4.13 g of (4-acetyl-3-hydroxy-2-propylphenoxy)acetic acid ethyl ester, 7.6 ml of 1,3-dibromopropane and 3.0 g of anhydrous potassium carbonate in 100 ml of anhydrous acetone was stirred at reflux for 73 hours. An additional 1.0 g of potassium carbonate was added and reflux was continued for 19 hours at which time 1.0 g of potassium carbonate was added. After 16 hours reflux, the reaction mixture was filtered and the filtrate was concentrated in vacuo. The crude product was chromatog... Starting materials: CS(=O)(=O)Cl (Methanesulfonyl chloride), ice, NC1=CC=C(C=C1)C(=O)C1=CC=C(C=C1)OC ((4-amino-phenyl)-(4-methoxy-phenyl)-methanone), N1=CC=CC=C1 (pyridine). The solvent is ClCCl (dichloromethane), CCOC(=O)C (EtOAc), O (water). Reaction conditions: time 20 hour. Yields the product COC1=CC=C(C(=O)C2=CC=C(C=C2)NS(=O)(=O)C)C=C1 (N-[4-(4-Methoxy-benzoyl)-phenyl]-methanesulfonamide). The yield is 93.0%. As a reaction SMILES: [CH3:1][S:2](Cl)(=[O:4])=[O:3].[NH2:6][C:7]1[CH:12]=[CH:11][C:10]([C:13]([C:15]2[CH:20]=[CH:19][C:18]([O:21][CH3:22])=[CH:17][CH:16]=2)=[O:14])=[CH:9][CH:8]=1.N1C=CC=CC=1>ClCCl.CCOC(C)=O.O>[CH3:22][O:21][C:18]1[CH:19]=[CH:20][C:15]([C:13]([C:10]2[CH:11]=[CH:12][C:7]([NH:6][S:2]([CH3:1])(=[O:4])=[O:3])=[CH:8][CH:9]=2)=[O:14])=[CH:16][CH:17]=1. Procedure details: Methanesulfonyl chloride (0.15 mL, 1.94 mmol) was slowly added to an ice-cooled solution of (4-amino-phenyl)-(4-methoxy-phenyl)-methanone (178) (0.4 g, 1.76 mmol) and pyridine (0.16 mL, 1.94 mmol) in dry dichloromethane (5 mL). The reaction mixture was stirred at room temperature for 20 h then diluted with EtOAc and water. The layers were separated and the aqueous layer was extracted with EtOAc. The organic extracts were combined, washed with brine, dried over Na2SO4, filtered and concentrated t... Reactants: BrC=1C=C2C(C=3C(=CC=4C(C=5C=CC=CC5C(C4C3)(O)C3=CC4=CC=CC=C4C=C3)(O)C3=CC4=CC=CC=C4C=C3)C2=CC1)(C)C (2-bromo-13,13-dimethyl-6,11-di(naphthalen-2-yl)-11,13-dihydro-6H-indeno[1,2-b]anthracene-6,11-diol), [PH2](=O)[O-].[Na+] (Sodium hypophosphite). Run in C(C)(=O)O (acetic acid). Reaction conditions: time 5 hour. Product: BrC=1C=C2C(C=3C(=CC=4C(=C5C=CC=CC5=C(C4C3)C3=CC4=CC=CC=C4C=C3)C3=CC4=CC=CC=C4C=C3)C2=CC1)(C)C (2-bromo-13,13-dimethyl-6,11-di(naphthalen-2-yl)-13H-indeno[1,2-b]anthracene). Yield: 75.9%. RXN SMILES: [Br:1][C:2]1[CH:3]=[C:4]2[C:42](=[CH:43][CH:44]=1)[C:7]1=[CH:8][C:9]3[C:10]([C:32]4[CH:41]=[CH:40][C:39]5[C:34](=[CH:35][CH:36]=[CH:37][CH:38]=5)[CH:33]=4)(O)[C:11]4[CH:12]=[CH:13][CH:14]=[CH:15][C:16]=4[C:17]([C:21]4[CH:30]=[CH:29][C:28]5[C:23](=[CH:24][CH:25]=[CH:26][CH:27]=5)[CH:22]=4)(O)[C:18]=3[CH:19]=[C:6]1[C:5]2([CH3:46])[CH3:45].[PH2]([O-])=O.[Na+]>C(O)(=O)C>[Br:1][C:2]1[CH:3]=[C:4]2[C:42](=[CH:43][CH:44]=1)[C:7]1=[CH:8][C:9]3[C:10]([C:32]4[CH:41]=[CH:40][C:39]5[C:34](=[CH:35][CH:36]=[CH:37][CH:38]=5)[CH:33]=4)=[C:11]4[C:16](=[C:17]([C:21]5[CH:30]=[CH:29][C:28]6[C:23](=[CH:24][CH:25]=[CH:26][CH:27]=6)[CH:22]=5)[C:18]=3[CH:19]=[C:6]1[C:5]2([CH3:46])[CH3:45])[CH:15]=[CH:14][CH:13]=[CH:12]4 |f:1.2|. Reported procedure: 2-bromo-13,13-dimethyl-6,11-di(naphthalen-2-yl)-11,13-dihydro-6H-indeno[1,2-b]anthracene-6,11-diol (5 g, 0.0075 mol), KI (12.45 g, 0.075 mol), and Sodium hypophosphite (6 g, 0.037 mol) were placed in a flask, and acetic acid (200 ml) was added thereto. The reaction mixture was stirred for five hours while heating. After the reaction was terminated, the reaction solution was added to an excess of distilled water. The resultant solid was washed with distilled water, filtered, and purified by colum... Reactants: FC(S(=O)(=O)OC=1C(=C(C=2N(N1)C(=CC2)CC)C2=CC(=CC=C2)C#N)S(=O)(=O)C)(F)F (4-(3-cyanophenyl)-7-ethyl-3-(methylsulfonyl)pyrrolo[1,2-b]pyridazin-2-yl trifluoromethanesulfonate), O1C=C(C=C1)B(O)O (3-furylboronic acid), C([O-])([O-])=O.[Na+].[Na+] (sodium carbonate). The reagents and catalysts are Cl[Pd]([P](C1=CC=CC=C1)(C2=CC=CC=C2)C3=CC=CC=C3)([P](C4=CC=CC=C4)(C5=CC=CC=C5)C6=CC=CC=C6)Cl (dichlorobis(triphenylphosphine)palladium). Run in O1CCOCC1 (dioxane). Run at temperature 85 celsius, time 20 minute. The product is C(C)C1=CC=C2N1N=C(C(=C2C=2C=C(C#N)C=CC2)S(=O)(=O)C)C=2OC=CC2 (3-[7-ethyl-2-(2-furyl)-3-(methylsulfonyl)pyrrolo[1,2-b]pyridazin-4-yl]benzonitrile). The yield is 27.8%. Reaction SMILES: FC(F)(F)S(O[C:7]1[C:8]([S:26]([CH3:29])(=[O:28])=[O:27])=[C:9]([C:18]2[CH:23]=[CH:22][CH:21]=[C:20]([C:24]#[N:25])[CH:19]=2)[C:10]2[N:11]([C:13]([CH2:16][CH3:17])=[CH:14][CH:15]=2)[N:12]=1)(=O)=O.[O:32]1[CH:36]=[CH:35][C:34](B(O)O)=[CH:33]1.C(=O)([O-])[O-].[Na+].[Na+]>O1CCOCC1.Cl[Pd](Cl)([P](C1C=CC=CC=1)(C1C=CC=CC=1)C1C=CC=CC=1)[P](C1C=CC=CC=1)(C1C=CC=CC=1)C1C=CC=CC=1>[CH2:16]([C:13]1[N:11]2[N:12]=[C:7]([C:33]3[O:32][CH:36]=[CH:35][CH:34]=3)[C:8]([S:26]([CH3:29])(=[O:27])=[O:28])=[C:9]([C:18]3[CH:19]=[C:20]([CH:21]=[CH:22][CH:23]=3)[C:24]#[N:25])[C:10]2=[CH:15][CH:14]=1)[CH3:17] |f:2.3.4,^1:54,73|. Procedure details: A mixture of 4-(3-cyanophenyl)-7-ethyl-3-(methylsulfonyl)pyrrolo[1,2-b]pyridazin-2-yl trifluoromethanesulfonate (50.0 mg), 3-furylboronic acid (23.6 mg), dichlorobis(triphenylphosphine)palladium (3.71 mg), and 2 N sodium carbonate (44.8 mg in 0.2 mL of water) in dioxane was stirred for 20 minutes at 85° C. The mixture was partitioned between EtOAc and water, and the organic layer was washed with brine, dried, and evaporated. Preparative thin layer chromatography (EtOAc-hexane=1-1) afforded 3-[7-... Starting materials: S(O)(O)(=O)=O (sulphuric acid), [OH-].[K+] (potassium hydroxide), O.NN (hydrazine hydrate), aqueous solution, C(C=O)(=O)O (glyoxylic acid), resultant mixture, OCC(=O)C1=CC=CC=C1 (2-Hydroxyacetophenone), [OH-].[K+] (potassium hydroxide), C(C=O)(=O)O.[OH-].[K+] (glyoxylic acid potassium hydroxide). Solvent: O (water). Product: OC1=C(C=CC=C1)C=1C=CC(NN1)=O (6-(2-hydroxyphenyl)-3(2H)-pyridazinone). Yield: 54.0%. As a reaction SMILES: [OH-:1].[K+].[C:3]([OH:7])(=O)[CH:4]=O.O[CH2:9][C:10]([C:12]1[CH:17]=[CH:16][CH:15]=[CH:14][CH:13]=1)=O.C(O)(=O)C=O.[OH-].[K+].S(=O)(=O)(O)O.O.[NH2:31][NH2:32]>O>[OH:1][C:13]1[CH:14]=[CH:15][CH:16]=[CH:17][C:12]=1[C:10]1[CH:9]=[CH:4][C:3](=[O:7])[NH:31][N:32]=1 |f:0.1,4.5.6,8.9|. Procedure: A 20% w/v solution of potassium hydroxide cooled to 5° was added slowly to a cooled (5°) 50% aqueous solution of glyoxylic acid (1184 g, 8 mol) until the mixture had pH 9, with external cooling to maintain the temperature below 25°. 2-Hydroxyacetophenone (1089 g, 8 mol) was poured into a solution of potassium hydroxide (783 g) in water (2580 ml), this mixture was added to the glyoxylic acid-potassium hydroxide solution and the resultant mixture was stirred at room temperature for 4 hours. The pH... The reactants are O=C1NC(CC1)=O (2,5-dioxopyrrolidine), COC1=C(C=CC=C1)N1CCN(CC1)CCCCl (1-[4-(2-methoxyphenyl)-piperazin-1-yl]-3-chloropropane), C([O-])([O-])=O.[K+].[K+] (potassium carbonate). Reagents/catalysts: [Br-].C(CCC)[N+](CCCC)(CCCC)CCCC (tetrabutylammonium bromide). The solvent is CC(=O)C (acetone). Conditions: temperature 80 celsius. The product is COC1=C(C=CC=C1)N1CCN(CC1)CCCN1C(CCC1=O)=O (1-[4-(2-methoxyphenyl)piperazin-1-yl]-3-[2,5-dioxopyrrolidin-1-yl]propane). Reaction SMILES: [O:1]=[C:2]1[CH2:6][CH2:5][C:4](=[O:7])[NH:3]1.[CH3:8][O:9][C:10]1[CH:15]=[CH:14][CH:13]=[CH:12][C:11]=1[N:16]1[CH2:21][CH2:20][N:19]([CH2:22][CH2:23][CH2:24]Cl)[CH2:18][CH2:17]1.C(=O)([O-])[O-].[K+].[K+]>[Br-].C([N+](CCCC)(CCCC)CCCC)CCC.CC(C)=O>[CH3:8][O:9][C:10]1[CH:15]=[CH:14][CH:13]=[CH:12][C:11]=1[N:16]1[CH2:17][CH2:18][N:19]([CH2:22][CH2:23][CH2:24][N:3]2[C:4](=[O:7])[CH2:5][CH2:6][C:2]2=[O:1])[CH2:20][CH2:21]1 |f:2.3.4,5.6|. Reported procedure: Scheme-I: A mixture of 2,5-dioxopyrrolidine (3.68 g, 37.24 mmol), 1-[4-(2-methoxyphenyl)-piperazin-1-yl]-3-chloropropane (10.0 g, 37.24 mmol), potassium carbonate (7.70 g, 55.8 mmol) and tetrabutylammonium bromide (2.38 g, 7.4 mmol) in acetone (100 ml) was refluxed for 12 hours at 80° C. with stirring. The solvent was evaporated off in vacuo and the residue was taken up in water (80 ml). The aqueous solution was extracted with chloroform (3×50 ml) and the organic layers combined, washed with wat... The reactants are C(C)(C)(C)C1=CC=C(CNC(C(C)C2=CC(=C(C=C2)N)N)=O)C=C1 (N-(4-tert-Butyl-benzyl)-2-(3,4-diamino-phenyl)-propionamide), N(=O)[O-].[Na+] (sodium nitrite), O (water). Solvent: C(C)(=O)O (acetic acid), CN(C)C=O (DMF). Reaction conditions: time 14 hour. Yields the product C(C)(C)(C)C1=CC=C(CNC(C(C)C2=CC3=C(NN=N3)C=C2)=O)C=C1 (N-(4-tert-butylbenzyl)-2-(1H-benzo[d][1,2,3]triazol-5-yl)propanamide). Reaction SMILES: [C:1]([C:5]1[CH:24]=[CH:23][C:8]([CH2:9][NH:10][C:11](=[O:22])[CH:12]([C:14]2[CH:19]=[CH:18][C:17]([NH2:20])=[C:16]([NH2:21])[CH:15]=2)[CH3:13])=[CH:7][CH:6]=1)([CH3:4])([CH3:3])[CH3:2].[N:25]([O-])=O.[Na+].O>C(O)(=O)C.CN(C=O)C>[C:1]([C:5]1[CH:24]=[CH:23][C:8]([CH2:9][NH:10][C:11](=[O:22])[CH:12]([C:14]2[CH:19]=[CH:18][C:17]3[NH:20][N:25]=[N:21][C:16]=3[CH:15]=2)[CH3:13])=[CH:7][CH:6]=1)([CH3:2])([CH3:3])[CH3:4] |f:1.2|. Procedure: N-(4-tert-Butyl-benzyl)-2-(3,4-diamino-phenyl)-propionamide (110 mg, 0.338 mmol) in 5% aq. acetic acid (3 mL) and DMF (2.5 mL) was added sodium nitrite (30 mg, 0.435 mmol) at 0° C. The reaction mixture was stirred for 14 hours at room temperature. The mixture was added water (20 mL) and extracted with methylene chloride. The organic layer was dried with MgSO4 and filtered. Methylene chloride was removed by evaporation. The residue was purified by column chromatography eluting with CH2Cl2/MeOH=10... Reactants: SC1=NC2=CC=CC=C2C(N1C)=O (2-mercapto-3-methyl-4(3H)-quinazolinone), [OH-].[Na+] (sodium hydroxide), CN(C)C=O (DMF), ClC1=CC=C(C(=O)C=2C=C(CBr)C=CC2)C=C1 (3-(4-chloro-benzoyl)benzyl bromide). Run in C(C)O (ethanol), O (water). Reaction conditions: time 1 hour. Product: ClC1=CC=C(C(=O)C=2C=C(CSC3=NC4=CC=CC=C4C(N3C)=O)C=CC2)C=C1 (2-[3-(4-Chlorobenzoyl)benzyl]thio-3-methyl-4(3H)-quinazolinone). Yield: 101.4%. RXN SMILES: [SH:1][C:2]1[N:11]([CH3:12])[C:10](=[O:13])[C:9]2[C:4](=[CH:5][CH:6]=[CH:7][CH:8]=2)[N:3]=1.[OH-].[Na+].CN(C=O)C.[Cl:21][C:22]1[CH:37]=[CH:36][C:25]([C:26]([C:28]2[CH:29]=[C:30]([CH:33]=[CH:34][CH:35]=2)[CH2:31]Br)=[O:27])=[CH:24][CH:23]=1>C(O)C.O>[Cl:21][C:22]1[CH:23]=[CH:24][C:25]([C:26]([C:28]2[CH:29]=[C:30]([CH:33]=[CH:34][CH:35]=2)[CH2:31][S:1][C:2]2[N:11]([CH3:12])[C:10](=[O:13])[C:9]3[C:4](=[CH:5][CH:6]=[CH:7][CH:8]=3)[N:3]=2)=[O:27])=[CH:36][CH:37]=1 |f:1.2|. Procedure: To a solution of 2-mercapto-3-methyl-4(3H)-quinazolinone (1.0 g) and sodium hydroxide (250 mg) in 50% ethanol (15 ml)-DMF (15 ml) was added 3-(4-chloro-benzoyl)benzyl bromide (1.88 g) and the mixture was stirred at room temperature for 1 hour. This reaction mixtrue was poured in water and the resulting crystals were collected by filtration, rinsed with water and methanol, and recrystallized from methanol to provide the title compound as colorless solid (2.22 g). 1H-NMR (CDCl3) 8: 3.59(3H,s), 4.5... Reactants: COC(CC(C)=O)=O (3-oxo-butyric acid methyl ester), R3—(CH2)m—NH2, C1(CCCCC1)N (cyclohexylamine), BrCC(=O)C1=C(C=C(C(=C1)Cl)C)OC (2-bromo-1-(5-chloro-2-methoxy-4-methyl-phenyl)-ethanone), C1(CC1)CCN (2-cyclopropyl-ethylamine). Yields the product C1(CCCCC1)NC(=O)C1=C(N(C(=C1)C1=C(C=C(C(=C1)Cl)C)OC)CCC1CC1)C (5-(5-Chloro-2-methoxy-4-methyl-phenyl)-1-(2-cyclopropyl-ethyl)-2-methyl-1H-pyrrole-3-carboxylic acid cyclohexylamide). As a reaction SMILES: C[O:2][C:3](=O)[CH2:4][C:5](=O)[CH3:6].Br[CH2:10][C:11]([C:13]1[CH:18]=[C:17]([Cl:19])[C:16]([CH3:20])=[CH:15][C:14]=1[O:21][CH3:22])=O.[CH:23]1([CH2:26][CH2:27][NH2:28])[CH2:25][CH2:24]1.[CH:29]1([NH2:35])[CH2:34][CH2:33][CH2:32][CH2:31][CH2:30]1>>[CH:29]1([NH:35][C:3]([C:4]2[CH:10]=[C:11]([C:13]3[CH:18]=[C:17]([Cl:19])[C:16]([CH3:20])=[CH:15][C:14]=3[O:21][CH3:22])[N:28]([CH2:27][CH2:26][CH:23]3[CH2:25][CH2:24]3)[C:5]=2[CH3:6])=[O:2])[CH2:34][CH2:33][CH2:32][CH2:31][CH2:30]1. Reported procedure: The title compound was synthesized in analogy to Example 68, using 3-oxo-butyric acid methyl ester as compound of formula R, 2-bromo-1-(5-chloro-2-methoxy-4-methyl-phenyl)-ethanone as compound of formula S, 2-cyclopropyl-ethylamine as R3—(CH2)m—NH2 and cyclohexylamine as R1R2NH, MS (ISP) 429.6 (M+H)+.